From a dataset of the Open Reaction Database (ORD), a public repository of structured organic reaction records. describe an organic reaction: reactants, conditions, products, and yield Reactants: C(C1=CC=CC=C1)=C1C=2C=CC=CC2C=2NC(C=3N(C21)C=CN3)=O (10-benzylidene-5H,10H-imidazo[1,2-a]indeno[1,2-e]pyrazin-4-one), CN(C=O)C (dimethylformamide), [H][H] (hydrogen). Reagents/catalysts: [Pd] (palladium on charcoal). The solvent is CO (methanol). The product is C(C1=CC=CC=C1)C1C=2C=CC=CC2C=2NC(C=3N(C21)C=CN3)=O (10-benzyl-5H,10H-imidazo[1,2-a]indeno[1,2-e]pyrazin-4-one). Yield: 37.3%. Reaction SMILES: [CH:1](=[C:8]1[C:20]2[N:19]3[CH:21]=[CH:22][N:23]=[C:18]3[C:17](=[O:24])[NH:16][C:15]=2[C:14]2[CH:13]=[CH:12][CH:11]=[CH:10][C:9]1=2)[C:2]1[CH:7]=[CH:6][CH:5]=[CH:4][CH:3]=1.CN(C)C=O.[H][H]>[Pd].CO>[CH2:1]([CH:8]1[C:20]2[N:19]3[CH:21]=[CH:22][N:23]=[C:18]3[C:17](=[O:24])[NH:16][C:15]=2[C:14]2[CH:13]=[CH:12][CH:11]=[CH:10][C:9]1=2)[C:2]1[CH:3]=[CH:4][CH:5]=[CH:6][CH:7]=1. Procedure: A mixture of 0.4 g of 10-benzylidene-5H,10H-imidazo[1,2-a]indeno[1,2-e]pyrazin-4-one, 90 ml of dimethylformamide and 10 ml of methanol is hydrogenated at a temperature in the region of 20° C. at a pressure of 1.9 bar of hydrogen for 3 hours in the presence of 10% palladium on charcoal. The catalyst is then filtered off under inert atmosphere and the solvents are evaporated off. The brown solid obtained (0.37 g) is purified by chromatography on a column of silica (35 g) with a mixture of dichloro... Yield: 62.0%. The solvent is C(C)O (ethanol), C(C)O (ethanol). Reported procedure: Upon boiling a solution of 18.1 g of 2-chlorobenzylideneacetone and 13.0 g of amidinoacetic acid ethyl ester in 150 ml of ethanol for 2 hours, 2-amino-6-methyl-4-(2-chlorophenyl)-1,4-dihydropyridine-3-carboxylic acid ethyl ester of melting point 171°C (ethanol) is obtained. Yield: 62 percent of theory. Starting materials: ClC1=C(C=CC(C)=O)C=CC=C1 (2-chlorobenzylideneacetone), C(C)OC(CC(N)=N)=O (amidinoacetic acid ethyl ester). Reaction SMILES: [Cl:1][C:2]1[CH:12]=[CH:11][CH:10]=[CH:9][C:3]=1[CH:4]=[CH:5][C:6](=O)[CH3:7].[CH2:13]([O:15][C:16](=[O:21])[CH2:17][C:18](=[NH:20])[NH2:19])[CH3:14]>C(O)C>[CH2:13]([O:15][C:16]([C:17]1[CH:4]([C:3]2[CH:9]=[CH:10][CH:11]=[CH:12][C:2]=2[Cl:1])[CH:5]=[C:6]([CH3:7])[NH:20][C:18]=1[NH2:19])=[O:21])[CH3:14]. Product: C(C)OC(=O)C1=C(NC(=CC1C1=C(C=CC=C1)Cl)C)N (2-amino-6-methyl-4-(2-chlorophenyl)-1,4-dihydropyridine-3-carboxylic acid ethyl ester). Starting materials: [O-][Mn](=O)(=O)=O.[K+] (KMnO4), C(C(CO[N+](=O)[O-])(CO[N+](=O)[O-])CO[N+](=O)[O-])O (pentaerythrityl trinitrate), OS(=O)(=O)O (H2SO4), S(=O)(O)[O-] (hydrogensulfite). The reagents and catalysts are CCCCCCCC[N+](C)(CCCCCCCC)CCCCCCCC.[Cl-] (Aliquat® 336). Run in O (water), C1=CC=CC=C1 (benzene). Conditions: time 2 hour. The product is [N+](=O)([O-])OCC(C(=O)O)(CO[N+](=O)[O-])CO[N+](=O)[O-] (3-nitryloxy-2,2-bis(nitryloxymethyl)propionic acid). The yield is 72.0%. Reaction SMILES: [O-][Mn](=O)(=O)=O.[K+].[CH2:7]([OH:24])[C:8]([CH2:19][O:20][N+:21]([O-:23])=[O:22])([CH2:14][O:15][N+:16]([O-:18])=[O:17])[CH2:9][O:10][N+:11]([O-:13])=[O:12].S([O-])(O)=[O:26].OS(O)(=O)=O>CCCCCCCC[N+](CCCCCCCC)(CCCCCCCC)C.[Cl-].O.C1C=CC=CC=1>[N+:16]([O:15][CH2:14][C:8]([CH2:19][O:20][N+:21]([O-:23])=[O:22])([CH2:9][O:10][N+:11]([O-:13])=[O:12])[C:7]([OH:26])=[O:24])([O-:18])=[O:17] |f:0.1,5.6|. Reported procedure: 0.0074 mol of KMnO4 is added in portions, with vigorous stirring, to a solution of 0.0037 mol of pentaerythrityl trinitrate (PETriN), 5.5 ml of benzene, 9 ml of water and 0.15 ml of Aliquat® 336. When the addition has ended, the temperature is kept at 15° C. for 2 hours. Aqueous hydrogensulfite solution is then added, the mixture is acidified with H2SO4 and the benzene layer is separated off. After removal of the solvent, 3-nitryloxy-2,2-bis(nitryloxymethyl)propionic acid (Tri-PA) is obtained as... Starting materials: FC(F)(F)c1cc(Cl)c(-n2ncc(CBr)n2)c(Cl)c1, CS(C)=O, N#C[K], O. The product is N#CCc1cnn(-c2c(Cl)cc(C(F)(F)F)cc2Cl)n1. As a reaction SMILES: [Br:1][CH2:2][c:3]1[n:4][n:5](-[c:8]2[c:9]([Cl:19])[cH:10][c:11]([C:15]([F:16])([F:17])[F:18])[cH:12][c:13]2[Cl:14])[n:6][cH:7]1.[CH3:24][S:25](=[O:26])[CH3:27].[K:20][C:21]#[N:22].[OH2:23]>>[CH2:2]([c:3]1[n:4][n:5](-[c:8]2[c:9]([Cl:19])[cH:10][c:11]([C:15]([F:16])([F:17])[F:18])[cH:12][c:13]2[Cl:14])[n:6][cH:7]1)[C:21]#[N:22]. Reaction SMILES: [CH2:1]([O:8][C:9](=[O:35])[CH2:10][C@@H:11]([N:24]1[CH:28]=[CH:27][C:26]([C:29]2[CH:34]=[CH:33][CH:32]=[CH:31][CH:30]=2)=[CH:25]1)[C:12]([NH:14][C@H:15]([C:20](=[O:23])[NH:21][CH3:22])[C:16]([CH3:19])([CH3:18])[CH3:17])=[O:13])[C:2]1[CH:7]=[CH:6][CH:5]=[CH:4][CH:3]=1.COC1C(C2C=CC([C:49]3[CH:54]=[CH:53][C:52]([C:55]#[N:56])=[CH:51][CH:50]=3)=CC=2)CC(OC)O1>>[CH2:1]([O:8][C:9](=[O:35])[CH2:10][C@@H:11]([N:24]1[CH:28]=[CH:27][C:26]([C:29]2[CH:30]=[CH:31][C:32]([C:49]3[CH:54]=[CH:53][C:52]([C:55]#[N:56])=[CH:51][CH:50]=3)=[CH:33][CH:34]=2)=[CH:25]1)[C:12]([NH:14][C@H:15]([C:20](=[O:23])[NH:21][CH3:22])[C:16]([CH3:19])([CH3:18])[CH3:17])=[O:13])[C:2]1[CH:7]=[CH:6][CH:5]=[CH:4][CH:3]=1. Yield: 48.0%. Yields the product C(C1=CC=CC=C1)OC(C[C@H](C(=O)N[C@@H](C(C)(C)C)C(NC)=O)N1C=C(C=C1)C1=CC=C(C=C1)C1=CC=C(C=C1)C#N)=O (3(R)-[3-(4′-cyanobiphenyl4-yl)-1H-pyrrol-1-yl]-N-[2,2-dimethyl-1 (S)-(methylcarbamoyl)propyl]succinamic acid benzyl ester). Reactants: N-(1,7-diaza-4-oxa-8-oxo-tricyclo-[9.6.1.012,17]-octadeca-11(18),12,14,16-tetraen-9S-yl)-3(R)-(3-phenyl-1H-pyrrol-1-yl)-succinamic acid benzyl ester, C(C1=CC=CC=C1)OC(C[C@H](C(=O)N[C@@H](C(C)(C)C)C(NC)=O)N1C=C(C=C1)C1=CC=CC=C1)=O (N-[2,2-dimethyl-1(S)-(methylcarbamoyl)propyl]-3(R)-(3-phenyl-1H-pyrrol-1-yl)succinamic acid benzyl ester), COC1OC(CC1C1=CC=C(C=C1)C1=CC=C(C=C1)C#N)OC (4′-(2,5-dimethoxy-tetrahydrofuran-3-yl)-biphenyl4-carbonitrile). Procedure: According to the procedure as described in Example 1(c) for N-(1,7-diaza-4-oxa-8-oxo-tricyclo-[9.6.1.012,17]-octadeca-11(18),12,14,16-tetraen-9S-yl)-3(R)-(3-phenyl-1H-pyrrol-1-yl)-succinamic acid benzyl ester, crude 3(R)-amino-N-(2,2-dimethyl-1(S)-methylcarbamoylpropyl)succinamic acid benzyl ester trifluoroacetate salt (prepared as described in Example 1(b)) and 4′-(2,5-dimethoxy-tetrahydrofuran-3-yl)-biphenyl4-carbonitrile (prepared as described in Example 4(a)) were condensed to give 84 mg (48... The reactants are [K+], [K+], Nc1c(Nc2cccnc2)c(=O)c1=O, O=C([O-])[O-], CC(C)(C)C(NC(=O)CCc1ccccc1)n1nnc2ccccc21. Product: CC(C)(C)C(NC(=O)CCc1ccccc1)Nc1c(Nc2cccnc2)c(=O)c1=O. As a reaction SMILES: [K+:40].[K+:41].[NH2:1][c:2]1[c:3](=[O:14])[c:4](=[O:13])[c:5]1[NH:6][c:7]1[cH:8][n:9][cH:10][cH:11][cH:12]1.[O-:42][C:43]([O-:44])=[O:45].[n:15]1([CH:24]([C:25]([CH3:26])([CH3:27])[CH3:28])[NH:29][C:30]([CH2:31][CH2:32][c:33]2[cH:34][cH:35][cH:36][cH:37][cH:38]2)=[O:39])[c:16]2[cH:17][cH:18][cH:19][cH:20][c:21]2[n:22][n:23]1>>[NH:1]([c:2]1[c:3](=[O:14])[c:4](=[O:13])[c:5]1[NH:6][c:7]1[cH:8][n:9][cH:10][cH:11][cH:12]1)[CH:24]([C:25]([CH3:26])([CH3:27])[CH3:28])[NH:29][C:30]([CH2:31][CH2:32][c:33]1[cH:34][cH:35][cH:36][cH:37][cH:38]1)=[O:39]. Reactants: [S-]C#N.[NH4+] (ammonium thiocyanate), amine, NC1=C2C=CC=NC2=CC=C1OC (5-Amino-6-methoxyquinoline), C(C1=CC=CC=C1)(=O)Cl (benzoyl chloride). The solvent is CC(=O)C (acetone), CC(=O)C (acetone). The product is COC=1C(=C2C=CC=NC2=CC1)NC(=S)N (N-[6-Methoxyquinol-5-yl]thiourea). RXN SMILES: [S-:1][C:2]#[N:3].[NH4+].C(Cl)(=O)C1C=CC=CC=1.[NH2:14][C:15]1[C:24]([O:25][CH3:26])=[CH:23][CH:22]=[C:21]2[C:16]=1[CH:17]=[CH:18][CH:19]=[N:20]2>CC(C)=O>[CH3:26][O:25][C:24]1[C:15]([NH:14][C:2]([NH2:3])=[S:1])=[C:16]2[C:21](=[CH:22][CH:23]=1)[N:20]=[CH:19][CH:18]=[CH:17]2 |f:0.1|. Procedure: 1.7 g or ammonium thiocyanate are dissolved in 50 ml of acetone, 2.5 ml of benzoyl chloride are then added and the reaction mixture is heated at reflux for 15 minutes. 2.9 g of amine (Compound 14), dissolved in 20 ml of acetone, are added and the reaction mixture is then heated to reflux for 30 minutes. Evaporation is carried out to dryness and the residue is taken up in water and then extracted with ethyl acetate. The residue is deprotected by treatment with 5 ml of 33% ammonia in 10 ml of etha...